Dataset: the Open Reaction Database (ORD), a public repository of structured organic reaction records. Task: describe an organic reaction: reactants, conditions, products, and yield The reactants are FC1=C(C=CC=C1)CC(C(=O)OCC)=O (Ethyl (2-fluorophenyl)pyruvate), C(C(=O)OCC)(=O)OCC (diethyl oxalate), C(C1=CC=CC=C1)Br (benzyl bromide), [Mg] (magnesium). The product is C1(=CC=CC=C1)CC(C(=O)OCC)=O (Ethyl phenylpyruvate). The yield is 80.0%. As a reaction SMILES: F[C:2]1[CH:7]=[CH:6][CH:5]=[CH:4][C:3]=1[CH2:8][C:9](=[O:15])[C:10]([O:12][CH2:13][CH3:14])=[O:11].C(Br)C1C=CC=CC=1.[Mg].C(OCC)(=O)C(OCC)=O>>[C:3]1([CH2:8][C:9](=[O:15])[C:10]([O:12][CH2:13][CH3:14])=[O:11])[CH:4]=[CH:5][CH:6]=[CH:7][CH:2]=1. Procedure: The title compound was prepared as described for B4 using benzyl bromide (1.250 g, 7.31 mmol), magnesium (0.195 g, 8.04 mmol) and diethyl oxalate (2.136 g, 14.62 mmol) in the form of colorless oil in 80% yield and used instantly in next step. Reported procedure: A mixture of 19.6 g of 1-acetyl-4-(2-fluoro-4-chlorobenzoyl)piperidine hydrazone, 18.2 g of potassium carbonate and 200 ml of dimethylformamide was stirred, under nitrogen, at 120° C. for 16 hrs. After cooling to ambient temperature, the reaction mixture was poured into water and the aqueous mixture was extracted with ethyl acetate. The extract was washed with water, dried over anhydrous magnesium sulfate and concentrated to an oil. Upon standing, a solid formed. The solid was triturated with et... Yield: 20.8%. The product is C(C)(=O)N1CCC(CC1)C1=NNC2=CC(=CC=C12)Cl (3-(1-Acetyl-4-piperidinyl)-6-chloro-1H-indazole). Reaction conditions: temperature 120 celsius, time 16 hour. Starting materials: C(C)(=O)N1CCC(CC1)C(C1=C(C=C(C=C1)Cl)F)=NN (1-acetyl-4-(2-fluoro-4-chlorobenzoyl)piperidine hydrazone), C([O-])([O-])=O.[K+].[K+] (potassium carbonate), CN(C=O)C (dimethylformamide). As a reaction SMILES: [C:1]([N:4]1[CH2:9][CH2:8][CH:7]([C:10](=[N:19][NH2:20])[C:11]2[CH:16]=[CH:15][C:14]([Cl:17])=[CH:13][C:12]=2F)[CH2:6][CH2:5]1)(=[O:3])[CH3:2].C(=O)([O-])[O-].[K+].[K+].CN(C)C=O>O>[C:1]([N:4]1[CH2:9][CH2:8][CH:7]([C:10]2[C:11]3[C:16](=[CH:15][C:14]([Cl:17])=[CH:13][CH:12]=3)[NH:20][N:19]=2)[CH2:6][CH2:5]1)(=[O:3])[CH3:2] |f:1.2.3|. Solvent: O (water). Starting materials: CNOC, CCN(C(C)C)C(C)C, O=C(Cl)C(=O)Cl, ClCCl, Cl, CN(C)C=O, O=C(O)c1ccc2ncccc2c1. The product is CON(C)C(=O)c1ccc2ncccc2c1. RXN SMILES: [CH3:30][O:31][NH:32][CH3:33].[CH:20]([N:21]([CH2:22][CH3:23])[CH:24]([CH3:25])[CH3:26])([CH3:27])[CH3:28].[Cl:14][C:15]([C:16]([Cl:17])=[O:18])=[O:19].[Cl:34][CH2:35][Cl:36].[ClH:29].[O:37]=[CH:38][N:39]([CH3:40])[CH3:41].[n:1]1[cH:2][cH:3][cH:4][c:5]2[cH:6][c:7]([C:11](=[O:12])[OH:13])[cH:8][cH:9][c:10]12>>[n:1]1[cH:2][cH:3][cH:4][c:5]2[cH:6][c:7]([C:11](=[O:13])[N:32]([O:31][CH3:30])[CH3:33])[cH:8][cH:9][c:10]12. Reactants: O=C(O)c1cccc(Cl)c1, ClCCl, CCCN1CCC(O)(c2cccc(F)c2F)C1. Yields the product CCC[N+]1([O-])CCC(O)(c2cccc(F)c2F)C1. RXN SMILES: [Cl:18][c:19]1[cH:20][c:21]([C:26](=[O:23])[OH:27])[cH:22][cH:24][cH:25]1.[Cl:28][CH2:29][Cl:30].[F:1][c:2]1[c:3]([C:9]2([OH:17])[CH2:10][N:11]([CH2:14][CH2:15][CH3:16])[CH2:12][CH2:13]2)[cH:4][cH:5][cH:6][c:7]1[F:8]>>[F:1][c:2]1[c:3]([C:9]2([OH:17])[CH2:10][N+:11]([CH2:14][CH2:15][CH3:16])([O-:23])[CH2:12][CH2:13]2)[cH:4][cH:5][cH:6][c:7]1[F:8]. Reactants: CC1=NC(=NC2=C1CCC2)N (6,7-dihydro-4-methyl-5H-cyclopentapyrimidin-2-amine), C(Cl)Cl (methylene chloride), ClC1N=CC=CN1S(=O)(=O)N=C=O (2-chloropyrimidine-3-sulfonylisocyanate). Yields the product ClC1=NC=CC=C1S(=O)(=O)NC(=O)NC1=NC2=C(C(=N1)C)CCC2 (2-Chloro-N-[(6,7-dihydro-4-methyl-5H-cyclopentapyrimidin-2-yl)aminocarbonyl]pyridine-3-sulfonamide). Reaction SMILES: [CH3:1][C:2]1[C:7]2[CH2:8][CH2:9][CH2:10][C:6]=2[N:5]=[C:4]([NH2:11])[N:3]=1.ClC1N([S:19]([N:22]=[C:23]=[O:24])(=[O:21])=[O:20])C=CC=N1.[CH2:25]([Cl:27])Cl>>[Cl:27][C:25]1[C:10]([S:19]([NH:22][C:23]([NH:11][C:4]2[N:3]=[C:2]([CH3:1])[C:7]3[CH2:8][CH2:9][CH2:10][C:6]=3[N:5]=2)=[O:24])(=[O:20])=[O:21])=[CH:6][CH:7]=[CH:2][N:3]=1. Procedure: To a dry, stirred solution of 7.5 g of 6,7-dihydro-4-methyl-5H-cyclopentapyrimidin-2-amine in 200 ml of methylene chloride at ambient temperature and pressure is added 13 g of 2-chloropyrimidine-3-sulfonylisocyanate. The resulting mixture is stirred at reflux for 2 hours and then concentrated at reduced pressure. The residue is triturated with 1-chlorobutane and filtered to yield the desired solid product. Reactants: NS(=O)(=O)CCC(C(=O)OCC)(C)C (ethyl 4-aminosulfonyl-2,2-dimethylbutyrate), Cl (hydrochloric acid), [H-].[Al+3].[Li+].[H-].[H-].[H-] (lithium aluminum hydride), [H-].[Al+3].[Li+].[H-].[H-].[H-] (lithium aluminum hydride). The solvent is O1CCCC1 (tetrahydrofuran), O1CCCC1 (tetrahydrofuran), O1CCCC1 (tetrahydrofuran). Run at time 30 minute. Yields the product OCC(CCS(=O)(=O)N)(C)C (4-hydroxy-3,3-dimethyl-1-butanesulfonamide). The yield is 77.2%. RXN SMILES: [H-].[Al+3].[Li+].[H-].[H-].[H-].[NH2:7][S:8]([CH2:11][CH2:12][C:13]([CH3:20])([CH3:19])[C:14](OCC)=[O:15])(=[O:10])=[O:9].Cl>O1CCCC1>[OH:15][CH2:14][C:13]([CH3:20])([CH3:19])[CH2:12][CH2:11][S:8]([NH2:7])(=[O:9])=[O:10] |f:0.1.2.3.4.5|. Procedure: While a suspension of 0.35 g of lithium aluminum hydride in 30 ml of tetrahydrofuran was stirred with ice-cooling, a solution of 1.5 g of ethyl 4-aminosulfonyl-2,2-dimethylbutyrate in 8 ml of tetrahydrofuran was added dropwise. After completion of dropwise addition, the mixture was stirred at 0° C. for 30 minutes and, then, at room temperature for 30 minutes. To this reaction mixture was added aqueous tetrahydrofuran for decomposition of excess lithium aluminum hydride and the mixture was neutra... Reactants: Cl.ClCCN(CC1=CC=CC=C1)CCCl (N,N-bis(2-chloroethyl)-N-benzylamine hydrochloride), CC1=CC=C(C=C1)CC#N (4-Methylphenyl-acetonitrile), [I-].[Na+] (sodium iodide), [H-].[Na+] (sodium hydride). The solvent is CN(C=O)C (dimethylformamide), CN(C=O)C (dimethylformamide). Conditions: temperature 70 celsius, time 24 hour. The product is C(C1=CC=CC=C1)N1CCC(CC1)(C#N)C1=CC=C(C=C1)C (1-benzyl-4-(4-methyl-phenyl)-4-cyano-piperidine). As a reaction SMILES: [CH3:1][C:2]1[CH:7]=[CH:6][C:5]([CH2:8][C:9]#[N:10])=[CH:4][CH:3]=1.[I-].[Na+].[H-].[Na+].Cl.Cl[CH2:17][CH2:18][N:19]([CH2:27][CH2:28]Cl)[CH2:20][C:21]1[CH:26]=[CH:25][CH:24]=[CH:23][CH:22]=1>CN(C)C=O>[CH2:20]([N:19]1[CH2:27][CH2:28][C:8]([C:5]2[CH:6]=[CH:7][C:2]([CH3:1])=[CH:3][CH:4]=2)([C:9]#[N:10])[CH2:17][CH2:18]1)[C:21]1[CH:26]=[CH:25][CH:24]=[CH:23][CH:22]=1 |f:1.2,3.4,5.6|. Reported procedure: 4-Methylphenyl-acetonitrile (1.66 g, 12.6 mmol), sodium iodide (0.25 g), and sodium hydride (50.4 mmol) were combined in dimethylformamide (50 mL) and stirred until gas evolution ceases. A solution of N,N-bis(2-chloroethyl)-N-benzylamine hydrochloride (2.8 g, 12.6 mmol) in dimethylformamide (50 mL) was added dropwise. After 24 hours, the reaction mixture was heated to 70° C. and stirred for 2 days. The solvent was removed by evaporation in vacuo to give a residue and the residue was partitioned ... Starting materials: C1CCOC1, Clc1ncccn1, [H-], [Na+], CN(C)C=O, COc1ccccc1Oc1c(NS(=O)(=O)Nc2ccc(C(C)C)cc2)nc(-c2ccncc2)nc1OCCO. The product is COc1ccccc1Oc1c(NS(=O)(=O)Nc2ccc(C(C)C)cc2)nc(-c2ccncc2)nc1OCCOc1ncccn1. As a reaction SMILES: [CH2:54]1[O:55][CH2:56][CH2:57][CH2:58]1.[Cl:42][c:43]1[n:44][cH:45][cH:46][cH:47][n:48]1.[H-:40].[Na+:41].[O:49]=[CH:50][N:51]([CH3:52])[CH3:53].[OH:1][CH2:2][CH2:3][O:4][c:5]1[c:6]([O:31][c:32]2[c:33]([O:38][CH3:39])[cH:34][cH:35][cH:36][cH:37]2)[c:7]([NH:17][S:18]([NH:19][c:20]2[cH:21][cH:22][c:23]([CH:26]([CH3:27])[CH3:28])[cH:24][cH:25]2)(=[O:29])=[O:30])[n:8][c:9](-[c:11]2[cH:12][cH:13][n:14][cH:15][cH:16]2)[n:10]1>>[O:1]([CH2:2][CH2:3][O:4][c:5]1[c:6]([O:31][c:32]2[c:33]([O:38][CH3:39])[cH:34][cH:35][cH:36][cH:37]2)[c:7]([NH:17][S:18]([NH:19][c:20]2[cH:21][cH:22][c:23]([CH:26]([CH3:27])[CH3:28])[cH:24][cH:25]2)(=[O:29])=[O:30])[n:8][c:9](-[c:11]2[cH:12][cH:13][n:14][cH:15][cH:16]2)[n:10]1)[c:43]1[n:44][cH:45][cH:46][cH:47][n:48]1. Reactants: COC=1C=C(C=CC1C1=CN=CO1)NC(C(=O)O)=O ([[3-Methoxy-4-(5-oxazolyl)phenyl]amino]oxoacetic acid), 56B, COC=1C=C(C=CC1C1=CN=CO1)NC(CC(=O)NC1=CC(=CC=C1)C)=O (N-[3-Methoxy-4-(5-oxazolyl)phenyl]-N′-(3-methylphenyl) propanediamide). Yields the product COC=1C=C(C=CC1C1=CN=CO1)NC(CC(=O)O)=O (3-[[3-Methoxy-4-(5-oxazolyl)phenyl]amino]-3-oxopropanoic acid). As a reaction SMILES: C[O:2]C1C=C(NC(=O)C(O)=O)C=CC=1C1OC=NC=1.[CH3:20][O:21][C:22]1[CH:23]=[C:24]([NH:33][C:34](=[O:46])[CH2:35][C:36](NC2C=CC=C(C)C=2)=[O:37])[CH:25]=[CH:26][C:27]=1[C:28]1[O:32][CH:31]=[N:30][CH:29]=1>>[CH3:20][O:21][C:22]1[CH:23]=[C:24]([NH:33][C:34](=[O:46])[CH2:35][C:36]([OH:37])=[O:2])[CH:25]=[CH:26][C:27]=1[C:28]1[O:32][CH:31]=[N:30][CH:29]=1. Procedure details: 56A was prepared from 55 by a route analogous to that used for the preparation of 5A. LC/MS: ret. timeA=2.611 min., MS (M+H)+=277. 56B. Preparation of N-[3-Methoxy-4-(5-oxazolyl)phenyl]-N′-(3-methylphenyl) propanediamide